Dataset: the Open Reaction Database (ORD), a public repository of structured organic reaction records. Task: describe an organic reaction: reactants, conditions, products, and yield Reactants: C1CCOC1, Cl, CC(C)(C)OC(=O)c1nc(N2CCc3cccc(C(=O)N=c4sc5ccccc5n4COCC[Si](C)(C)C)c3C2)ccc1CCC1OCCO1. Yields the product CC(C)(C)OC(=O)c1nc(N2CCc3cccc(C(=O)N=c4sc5ccccc5n4COCC[Si](C)(C)C)c3C2)ccc1CCC=O. As a reaction SMILES: [CH2:52]1[O:53][CH2:54][CH2:55][CH2:56]1.[ClH:51].[O:1]1[CH:2]([CH2:6][CH2:7][c:8]2[c:9]([C:44](=[O:45])[O:46][C:47]([CH3:48])([CH3:49])[CH3:50])[n:10][c:11]([N:14]3[CH2:15][c:16]4[c:17]([C:24]([N:25]=[c:26]5[s:27][c:28]6[c:29]([n:30]5[CH2:31][O:32][CH2:33][CH2:34][Si:35]([CH3:36])([CH3:37])[CH3:38])[cH:39][cH:40][cH:41][cH:42]6)=[O:43])[cH:18][cH:19][cH:20][c:21]4[CH2:22][CH2:23]3)[cH:12][cH:13]2)[O:5][CH2:4][CH2:3]1>>[O:1]=[CH:2][CH2:6][CH2:7][c:8]1[c:9]([C:44](=[O:45])[O:46][C:47]([CH3:48])([CH3:49])[CH3:50])[n:10][c:11]([N:14]2[CH2:15][c:16]3[c:17]([C:24]([N:25]=[c:26]4[s:27][c:28]5[c:29]([n:30]4[CH2:31][O:32][CH2:33][CH2:34][Si:35]([CH3:36])([CH3:37])[CH3:38])[cH:39][cH:40][cH:41][cH:42]5)=[O:43])[cH:18][cH:19][cH:20][c:21]3[CH2:22][CH2:23]2)[cH:12][cH:13]1. Reactants: [Br-], ClC1=Nc2nc(C3CCCC3)[nH]c2C2=NC(Cc3ccccc3)CN12, CC[Mg+], CCOC(C)=O, C1CCOC1, O. Yields the product CCC1=Nc2nc(C3CCCC3)[nH]c2C2=NC(Cc3ccccc3)CN12. RXN SMILES: [Br-:26].[CH2:1]([c:2]1[cH:3][cH:4][cH:5][cH:6][cH:7]1)[CH:8]1[N:9]=[C:10]2[c:11]3[nH:12][c:13]([CH:21]4[CH2:22][CH2:23][CH2:24][CH2:25]4)[n:14][c:15]3[N:16]=[C:17]([Cl:20])[N:18]2[CH2:19]1.[CH2:27]([CH3:28])[Mg+:29].[CH3:31][CH2:32][O:33][C:34](=[O:35])[CH3:36].[O:37]1[CH2:38][CH2:39][CH2:40][CH2:41]1.[OH2:30]>>[CH2:1]([c:2]1[cH:3][cH:4][cH:5][cH:6][cH:7]1)[CH:8]1[N:9]=[C:10]2[c:11]3[nH:12][c:13]([CH:21]4[CH2:22][CH2:23][CH2:24][CH2:25]4)[n:14][c:15]3[N:16]=[C:17]([CH2:27][CH3:28])[N:18]2[CH2:19]1. Reactants: CCO, N#CC=C1CCOc2ccccc21. Product: N#CCC1CCOc2ccccc21. RXN SMILES: [CH3:14][CH2:15][OH:16].[O:1]1[CH2:2][CH2:3][C:4](=[CH:11][C:12]#[N:13])[c:5]2[cH:6][cH:7][cH:8][cH:9][c:10]21>>[O:1]1[CH2:2][CH2:3][CH:4]([CH2:11][C:12]#[N:13])[c:5]2[cH:6][cH:7][cH:8][cH:9][c:10]21. Reactants: COC(=O)CCc1cc(C(C)(C)C)c(O)c(C)c1C, CCCCCCCCCCCCCCCCCCN, CO. Yields the product CCCCCCCCCCCCCCCCCCNC(=O)CCc1cc(C(C)(C)C)c(O)c(C)c1C. Reaction SMILES: [C:1]([CH3:2])([CH3:3])([CH3:4])[c:5]1[c:6]([OH:19])[c:7]([CH3:18])[c:8]([CH3:17])[c:9]([CH2:11][CH2:12][C:13]([O:15][CH3:14])=[O:16])[cH:10]1.[CH2:20]([CH2:21][CH2:22][CH2:23][CH2:24][CH2:25][CH2:26][CH2:27][CH2:28][CH2:29][CH2:30][CH2:31][CH2:32][CH2:33][CH2:34][CH2:35][CH2:36][CH3:37])[NH2:38].[CH3:39][OH:40]>>[C:1]([CH3:2])([CH3:3])([CH3:4])[c:5]1[c:6]([OH:19])[c:7]([CH3:18])[c:8]([CH3:17])[c:9]([CH2:11][CH2:12][C:13](=[O:15])[NH:38][CH2:20][CH2:21][CH2:22][CH2:23][CH2:24][CH2:25][CH2:26][CH2:27][CH2:28][CH2:29][CH2:30][CH2:31][CH2:32][CH2:33][CH2:34][CH2:35][CH2:36][CH3:37])[cH:10]1. Starting materials: ClC=1C=C2C=3CCC(C(C3N(C2=CC1Cl)S(=O)(=O)C1=CC=C(C)C=C1)(O[Si](C)(C)C)C(F)(F)F)F (6,7-dichloro-2-fluoro-9-tosyl-1-(trifluoromethyl)-1-(trimethylsilyloxy)-2,3,4,9-tetrahydro-1H-carbazole), [OH-].[K+] (KOH). Run in C1CCOC1 (THF), O (H2O), O (water). Yields the product ClC=1C=C2C=3CCC(C(C3NC2=CC1Cl)(O)C(F)(F)F)F (6,7-Dichloro-2-fluoro-1-(trifluoromethyl)-2,3,4,9-tetrahydro-1H-carbazol-1-ol). The yield is 48.4%. Reaction SMILES: [Cl:1][C:2]1[CH:3]=[C:4]2[C:12](=[CH:13][C:14]=1[Cl:15])[N:11](S(C1C=CC(C)=CC=1)(=O)=O)[C:10]1[C:9]([C:31]([F:34])([F:33])[F:32])([O:26][Si](C)(C)C)[CH:8]([F:35])[CH2:7][CH2:6][C:5]2=1.[OH-].[K+]>C1COCC1.O>[Cl:1][C:2]1[CH:3]=[C:4]2[C:12](=[CH:13][C:14]=1[Cl:15])[NH:11][C:10]1[C:9]([C:31]([F:32])([F:34])[F:33])([OH:26])[CH:8]([F:35])[CH2:7][CH2:6][C:5]2=1 |f:1.2|. Procedure: To 6,7-dichloro-2-fluoro-9-tosyl-1-(trifluoromethyl)-1-(trimethylsilyloxy)-2,3,4,9-tetrahydro-1H-carbazole (0.2 g, 0.35 mmol) in THF (10 mL), KOH (98 mg, 1.7 mmol) in H2O (10 mL) was added and the resulting mixture was refluxed for 6 h. The reaction mixture was diluted with water (20 mL) and extracted with EtOAc (3×30 mL). The combined organic extracts were dried over Na2SO4 and concentrated in vacuo. The crude residue was purified by column chromatography [EtOAc-hexane (1:9) as eluant] and the ... Reactants: Oc1ccc(Br)c2ccccc12, CC(C)(C)[Si](C)(C)Cl, CN(C)C=O, c1c[nH]cn1. Product: CC(C)(C)[Si](C)(C)Oc1ccc(Br)c2ccccc12. RXN SMILES: [Br:6][c:7]1[cH:8][cH:9][c:10]([OH:17])[c:11]2[cH:12][cH:13][cH:14][cH:15][c:16]12.[C:18]([CH3:19])([CH3:20])([CH3:21])[Si:22]([CH3:23])([CH3:24])[Cl:25].[O:26]=[CH:27][N:28]([CH3:29])[CH3:30].[nH:1]1[cH:2][cH:3][n:4][cH:5]1>>[Br:6][c:7]1[cH:8][cH:9][c:10]([O:17][Si:22]([C:18]([CH3:19])([CH3:20])[CH3:21])([CH3:23])[CH3:24])[c:11]2[cH:12][cH:13][cH:14][cH:15][c:16]12.